Task: describe an organic reaction: reactants, conditions, products, and yield. Dataset: the Open Reaction Database (ORD), a public repository of structured organic reaction records The product is C(C)OC([C@H](C)N(C([C@H](CC=1OC=CC1)NC(CN(NC(=O)NCC)C)=O)=O)CC1=CC=CC2=CC=CC=C12)OCC (2-(2-((S)-1-(((S)-1,1-diethoxypropan-2-yl)(naphthalen-1-ylmethyl)amino)-3-(furan-2-yl)-1-oxopropan-2-ylamino)-2-oxoethyl)-N-ethyl-2-methylhydrazinecarboxamide). Yield: 55.0%. As a reaction SMILES: [CH2:1]([NH:3][C:4](=[O:11])[NH:5]OCC(O)=O)[CH3:2].[NH2:12][C@@H:13]([CH2:37][C:38]1[O:39][CH:40]=[CH:41][CH:42]=1)[C:14]([N:16]([C@@H:28]([CH3:36])[CH:29]([O:33][CH2:34][CH3:35])[O:30][CH2:31][CH3:32])[CH2:17][C:18]1[C:27]2[C:22](=[CH:23][CH:24]=[CH:25][CH:26]=2)[CH:21]=[CH:20][CH:19]=1)=[O:15]>>[CH2:31]([O:30][CH:29]([O:33][CH2:34][CH3:35])[C@@H:28]([N:16]([CH2:17][C:18]1[C:27]2[C:22](=[CH:23][CH:24]=[CH:25][CH:26]=2)[CH:21]=[CH:20][CH:19]=1)[C:14](=[O:15])[C@@H:13]([NH:12][C:29](=[O:30])[CH2:28][N:16]([CH3:14])[NH:5][C:4]([NH:3][CH2:1][CH3:2])=[O:11])[CH2:37][C:38]1[O:39][CH:40]=[CH:41][CH:42]=1)[CH3:36])[CH3:32]. Reported procedure: According to the procedure described in the synthesis method of Compound II-130, 2-(3-ethylureidooxy)acetic acid (Compound VI-13) 32 mg (0.18 mmol) was coupled with (S)-2-amino-N—((S)-1,1-diethoxypropan-2-yl)-3-(furan-2-yl)-N-(naphthalen-1-ylmethyl)propanamide (Compound IV-28) 64 mg (0.15 mmol) to obtain the title compound 24 mg (27%). The reactants are C(C)NC(NOCC(=O)O)=O (2-(3-ethylureidooxy)acetic acid), N[C@H](C(=O)N(CC1=CC=CC2=CC=CC=C12)[C@H](C(OCC)OCC)C)CC=1OC=CC1 ((S)-2-amino-N—((S)-1,1-diethoxypropan-2-yl)-3-(furan-2-yl)-N-(naphthalen-1-ylmethyl)propanamide). The reactants are CCCCCCOC(=O)Cc1ccc(C=CC(=O)CCCCC)s1, CCO, [K+], [OH-], O. Yields the product CCCCCC(=O)C=Cc1ccc(CC(=O)O)s1. Reaction SMILES: [CH2:1]([CH2:2][CH2:3][CH2:4][CH2:5][CH3:6])[O:7][C:8]([CH2:9][c:10]1[s:11][c:12]([CH:15]=[CH:16][C:17]([CH2:18][CH2:19][CH2:20][CH2:21][CH3:22])=[O:23])[cH:13][cH:14]1)=[O:24].[CH3:27][CH2:28][OH:29].[K+:26].[OH-:25].[OH2:30]>>[O:7]=[C:8]([CH2:9][c:10]1[s:11][c:12]([CH:15]=[CH:16][C:17]([CH2:18][CH2:19][CH2:20][CH2:21][CH3:22])=[O:23])[cH:13][cH:14]1)[OH:24].